Dataset: the Open Reaction Database (ORD), a public repository of structured organic reaction records. Task: describe an organic reaction: reactants, conditions, products, and yield Reactants: C1COCCO1, CO, [Cl-], COC(=O)c1ccc(-c2cnc3ncc(C4(c5ccc6ncccc6c5)CC4)n3c2)cc1Cl, Cl, [Li+], [Li+], [OH-], O, O. Reaction SMILES: [CH2:43]1[O:44][CH2:45][CH2:46][O:47][CH2:48]1.[CH3:40][OH:41].[Cl-:38].[Cl:1][c:2]1[c:3]([C:4](=[O:5])[O:6][CH3:7])[cH:8][cH:9][c:10](-[c:12]2[cH:13][n:14][c:15]3[n:16]([cH:17]2)[c:18]([C:21]2([c:24]4[cH:25][c:26]5[cH:27][cH:28][cH:29][n:30][c:31]5[cH:32][cH:33]4)[CH2:22][CH2:23]2)[cH:19][n:20]3)[cH:11]1.[ClH:37].[Li+:36].[Li+:39].[OH-:35].[OH2:34].[OH2:42]>>[Cl:1][c:2]1[c:3]([C:4](=[O:5])[OH:6])[cH:8][cH:9][c:10](-[c:12]2[cH:13][n:14][c:15]3[n:16]([cH:17]2)[c:18]([C:21]2([c:24]4[cH:25][c:26]5[cH:27][cH:28][cH:29][n:30][c:31]5[cH:32][cH:33]4)[CH2:22][CH2:23]2)[cH:19][n:20]3)[cH:11]1. The product is O=C(O)c1ccc(-c2cnc3ncc(C4(c5ccc6ncccc6c5)CC4)n3c2)cc1Cl. Starting materials: COC(=O)C1=NC=C2C=CC(N(C2=C1O)CC1=CC=CC=C1)=O (1-benzyl-8-hydroxy-2-oxo-1,2-dihydro-[1,6]naphthyridine-7-carboxylic acid methyl ester), CN (methylamine). Solvent: CCO (EtOH). Conditions: temperature 80 celsius. Yields the product CNC(=O)C1=NC=C2C=CC(N(C2=C1O)CC1=CC=CC=C1)=O (1-Benzyl-8-hydroxy-2-oxo-1,2-dihydro-[1,6]naphthyridine-7-carboxylic acid methylamide). RXN SMILES: C[O:2][C:3]([C:5]1[C:14]([OH:15])=[C:13]2[C:8]([CH:9]=[CH:10][C:11](=[O:23])[N:12]2[CH2:16][C:17]2[CH:22]=[CH:21][CH:20]=[CH:19][CH:18]=2)=[CH:7][N:6]=1)=O.[CH3:24][NH2:25]>CCO>[CH3:24][NH:25][C:3]([C:5]1[C:14]([OH:15])=[C:13]2[C:8]([CH:9]=[CH:10][C:11](=[O:23])[N:12]2[CH2:16][C:17]2[CH:22]=[CH:21][CH:20]=[CH:19][CH:18]=2)=[CH:7][N:6]=1)=[O:2]. Reported procedure: A mixture of 1-benzyl-8-hydroxy-2-oxo-1,2-dihydro-[1,6]naphthyridine-7-carboxylic acid methyl ester (15 mg, 0.048 mmol) and methylamine (1 mL, 2 M in THF) in 2 mL of EtOH was heated in a sealed tube at 80° C. for 16 h. Solvent was evaporated in vacuo, and the residue was purified by silica gel chromatography (0-5% MeOH/CH2Cl2) to give 9.1 mg of the title compound as a pale yellow solid. MS: (+) m/z 310.27 (M+1). As a reaction SMILES: [BH4-].[Na+].C[O:4][C:5]([C@H:7]1[N:10]([CH2:11][C:12]2[CH:17]=[CH:16][C:15]([O:18][CH3:19])=[CH:14][C:13]=2[O:20][CH3:21])[C:9](=[O:22])[C@H:8]1[NH:23][C:24](=[O:32])[CH2:25][C:26]1[CH:31]=[CH:30][CH:29]=[CH:28][CH:27]=1)=O>O1CCCC1>[CH3:21][O:20][C:13]1[CH:14]=[C:15]([O:18][CH3:19])[CH:16]=[CH:17][C:12]=1[CH2:11][N:10]1[C@H:7]([CH2:5][OH:4])[C@H:8]([NH:23][C:24](=[O:32])[CH2:25][C:26]2[CH:31]=[CH:30][CH:29]=[CH:28][CH:27]=2)[C:9]1=[O:22] |f:0.1|. Reactants: aqueous solution, [BH4-].[Na+] (sodium borohydride), COC(=O)[C@@H]1[C@@H](C(N1CC1=C(C=C(C=C1)OC)OC)=O)NC(CC1=CC=CC=C1)=O (cis-1-(2,4-dimethoxybenzyl)-3-phenylacetamido-2-oxoazetidine-4-carboxylic acid methyl ester). Conditions: time 1.5 hour. The solvent is O1CCCC1 (tetrahydrofuran). Reported procedure: Under ice-cooling and stirring, 12 ml of an aqueous solution containing 570 mg of sodium borohydride is added to a solution of 2.06 g of cis-1-(2,4-dimethoxybenzyl)-3-phenylacetamido-2-oxoazetidine-4-carboxylic acid methyl ester in 24 ml of tetrahydrofuran. The reaction mixture is stirred for 30 minutes under ice-cooling and then for 1.5 hours at room temperature. The tetrahydrofuran is distilled off in vacuo and an aqueous sodium chloride solution and ethyl acetate are added to the residue. The... The product is COC1=C(CN2C([C@H]([C@H]2CO)NC(CC2=CC=CC=C2)=O)=O)C=CC(=C1)OC (cis-1-(2,4-dimethoxybenzyl)-4-hydroxymethyl-3-phenylacetamido-2-oxoazetidine). Yield: 91.1%. Reactants: C(=O)(O)CN1C(C(NC2=CC=CC=C12)=O)=O (1-carboxymethyl-1,4-dihydroquinoxaline-2,3-dione), NC1=CC=CC=C1 (aniline), C1CCC(CC1)N=C=NC2CCCCC2 (DCC), CN(C)C=O (DMF). Conditions: temperature 28 celsius, time 4 hour. The product is C1(=C(C=CC=C1)NC(=O)NN1C(C(NC2=CC=CC=C12)=O)=O)C (1-[[(o-tolylamino)carbonyl]amino]-1,4-dihydro-2,3-quinoxalinedione). Reaction SMILES: C(C[N:5]1[C:14]2[C:9](=[CH:10][CH:11]=[CH:12][CH:13]=2)[NH:8][C:7](=[O:15])[C:6]1=[O:16])(O)=O.[NH2:17][C:18]1[CH:23]=[CH:22][CH:21]=[CH:20][CH:19]=1.[CH2:24]1CCC(N=C=NC2CCCCC2)CC1.C[N:40]([CH:42]=[O:43])C>>[C:19]1([CH3:24])[CH:20]=[CH:21][CH:22]=[CH:23][C:18]=1[NH:17][C:42]([NH:40][N:5]1[C:14]2[C:9](=[CH:10][CH:11]=[CH:12][CH:13]=2)[NH:8][C:7](=[O:15])[C:6]1=[O:16])=[O:43]. Procedure: To a stirred solution of 1-carboxymethyl-1,4-dihydroquinoxaline-2,3-dione (100 mg, 0.450 mmol) and aniline (62 mg, 0.66 mmol) in dry DMF (2 mL) under N2 at 28° C., DCC (95 mg, 0.46 mmol, Aldrich) was added in one portion. The solution was stirred for 4 h at 28° C. The insoluble solid was filtered and washed with DMF (1 mL). The clear filtrate was poured into water (30 mL). The solid thus obtained was filtered and dried under vacuum (water aspirator) to yield 133 mg crude product as a grey powder...